Dataset: the Open Reaction Database (ORD), a public repository of structured organic reaction records. Task: describe an organic reaction: reactants, conditions, products, and yield The reactants are BrCC1CCCC1, C[Si](C)(C)[N-][Si](C)(C)C, CN(C)P(=O)(N(C)C)N(C)C, [Li+], C1CCOC1, COC(=O)C(C)c1ccccc1. Product: COC(=O)C(C)(CC1CCCC1)c1ccccc1. As a reaction SMILES: [Br:34][CH2:35][CH:36]1[CH2:37][CH2:38][CH2:39][CH2:40]1.[CH3:1][Si:2]([N-:3][Si:4]([CH3:5])([CH3:6])[CH3:7])([CH3:8])[CH3:9].[CH3:23][N:24]([CH3:25])[P:26](=[O:27])([N:28]([CH3:29])[CH3:30])[N:31]([CH3:32])[CH3:33].[Li+:10].[O:41]1[CH2:42][CH2:43][CH2:44][CH2:45]1.[c:11]1([CH:17]([C:18](=[O:19])[O:20][CH3:21])[CH3:22])[cH:12][cH:13][cH:14][cH:15][cH:16]1>>[c:11]1([C:17]([C:18](=[O:19])[O:20][CH3:21])([CH3:22])[CH2:35][CH:36]2[CH2:37][CH2:38][CH2:39][CH2:40]2)[cH:12][cH:13][cH:14][cH:15][cH:16]1. The reactants are COCC1=NC2=C(N1)C=CC=C2C(C)(C)O (2-[2-(methoxymethyl)-1H-benzo[d]imidazol-4-yl]propan-2-ol), BrCC1=CC2=C(/C(/C3=C(OC2)C=C(C=C3)F)=C(\C#N)/C)C=C1 ((E)-2-[8-(bromomethyl)-3-fluorodibenzo[b,e]oxepin-11(6H)-ylidene]propanenitrile). Yields the product FC=1C=CC\2=C(OCC3=C(/C2=C(\C#N)/C)C=CC(=C3)CN3C(=NC2=C3C=CC=C2C(C)(C)O)COC)C1 ((E)-2-(3-fluoro-8-{[4-(2-hydroxypropan-2-yl)-2-(methoxymethyl)-1H-benzo[d]imidazol-1-yl]methyl}dibenzo[b,e]oxepin-11(6H)-ylidene)propanenitrile). Yield: 99.6%. As a reaction SMILES: [CH3:1][O:2][CH2:3][C:4]1[NH:8][C:7]2[CH:9]=[CH:10][CH:11]=[C:12]([C:13]([OH:16])([CH3:15])[CH3:14])[C:6]=2[N:5]=1.Br[CH2:18][C:19]1[CH:38]=[CH:37][C:22]2/[C:23](=[C:33](/[CH3:36])\[C:34]#[N:35])/[C:24]3[CH:31]=[CH:30][C:29]([F:32])=[CH:28][C:25]=3[O:26][CH2:27][C:21]=2[CH:20]=1>>[F:32][C:29]1[CH:30]=[CH:31][C:24]2=[C:25]([CH:28]=1)[O:26][CH2:27][C:21]1[CH:20]=[C:19]([CH2:18][N:8]3[C:7]4[CH:9]=[CH:10][CH:11]=[C:12]([C:13]([OH:16])([CH3:14])[CH3:15])[C:6]=4[N:5]=[C:4]3[CH2:3][O:2][CH3:1])[CH:38]=[CH:37][C:22]=1/[C:23]/2=[C:33](/[CH3:36])\[C:34]#[N:35]. Reported procedure: [step 2] Using 2-[2-(methoxymethyl)-1H-benzo[d]imidazol-4-yl]propan-2-ol (74 mg, 0.34 mmol) obtained in step 1 and (E)-2-[8-(bromomethyl)-3-fluorodibenzo[b,e]oxepin-11(6H)-ylidene]propanenitrile (120 mg, 0.335 mmol) obtained in Reference Example 1, and in the same manner as in Reference Example 1A, the title compound (166 mg, 99%) was obtained. Reactants: CC1=C2C(=CC(=C1)O2)C (2,6-dimethyl-1,4-phenylene ether), alkenyl halides, C(C=C)Br (allyl bromide). The product is C1(=C(C=CC=C1)[*:2])[*:1].CCOCC (polyphenylene ether), CC1=C(C(=CC=C1)C)O (2,6-dimethylphenol). Reaction SMILES: C(Br)C=C.[CH3:5][C:6]1[CH:11]=[C:10]2[O:12][C:7]=1[C:8]([CH3:13])=[CH:9]2>>[CH3:5][C:6]1[CH:11]=[CH:10][CH:9]=[C:8]([CH3:13])[C:7]=1[OH:12]. Procedure: Substantially the same reaction as in Examples 1 to 9 was conducted except that various alkenyl halides as shown in Table 5 were employed instead of allyl bromide. PPE-1 was used in Examples 17 and 18. Poly 2,6-dimethyl-1,4-phenylene ether [viscosity (ηsp/c): 0.59 (hereinafter referred to as PPE-4)] was used in Examples 19 to 21. A bifunctional polyphenylene ether obtained by oxidative polymerization of 2,6-dimethylphenol (hereinafter referred to as PPE-5) in the presence of bis (3,5-dimethyl-4-... Reactants: NC=1C=C2C(=CNC2=CC1)C1CCN(CC1)C (5-amino-3-(1-methylpiperidin-4-yl)-1H-indole), C(CCCC)(=O)O (pentanoic acid). Yields the product C(CCCC)(=O)NC=1C=C2C(=CNC2=CC1)C1CCN(CC1)C (5-(1-pentanoyl)amino-3-(1-methylpiperidin-4-yl)-1H-indole). The yield is 81.7%. RXN SMILES: [NH2:1][C:2]1[CH:3]=[C:4]2[C:8](=[CH:9][CH:10]=1)[NH:7][CH:6]=[C:5]2[CH:11]1[CH2:16][CH2:15][N:14]([CH3:17])[CH2:13][CH2:12]1.[C:18](O)(=[O:23])[CH2:19][CH2:20][CH2:21][CH3:22]>>[C:18]([NH:1][C:2]1[CH:3]=[C:4]2[C:8](=[CH:9][CH:10]=1)[NH:7][CH:6]=[C:5]2[CH:11]1[CH2:16][CH2:15][N:14]([CH3:17])[CH2:13][CH2:12]1)(=[O:23])[CH2:19][CH2:20][CH2:21][CH3:22]. Reported procedure: Beginning with 12.0 mg (0.05 mMol) 5-amino-3-(1-methylpiperidin-4-yl)-1H-indole and 10.0 mg (0.10 mMol) pentanoic acid, 12.8 mg (82%) of the title compound were recovered.